This data is from the Open Reaction Database (ORD), a public repository of structured organic reaction records. The task is: describe an organic reaction: reactants, conditions, products, and yield Starting materials: Brc1ccc2ccccc2n1, C=O, C1CCOC1, [Li]CCCC, CC(C)[N-]C(C)C, CC(C)NC(C)C, [Li+]. The product is OCc1cc2ccccc2nc1Br. As a reaction SMILES: [Br:21][c:22]1[n:23][c:24]2[cH:25][cH:26][cH:27][cH:28][c:29]2[cH:30][cH:31]1.[CH2:32]=[O:33].[CH2:34]1[O:35][CH2:36][CH2:37][CH2:38]1.[CH3:16][CH2:17][CH2:18][CH2:19][Li:20].[CH3:2][CH:3]([N-:4][CH:5]([CH3:6])[CH3:7])[CH3:8].[CH:9]([NH:10][CH:11]([CH3:12])[CH3:13])([CH3:14])[CH3:15].[Li+:1]>>[Br:21][c:22]1[n:23][c:24]2[cH:25][cH:26][cH:27][cH:28][c:29]2[cH:30][c:31]1[CH2:32][OH:33]. Yields the product ClC=1N=NC(=CC1)OC1=CC=C(C=C1)CO (3-Chloro-6-(4-Hydroxymethylphenoxy)pyridazine). Reactants: ClC=1N=NC(=CC1)OC1=CC=C(C=C1)C=O (3-Chloro-6-(4-formylphenoxy)pyridazine), O (Water), [BH4-].[Na+] (sodium borohydride). The yield is 75.7%. RXN SMILES: [Cl:1][C:2]1[N:3]=[N:4][C:5]([O:8][C:9]2[CH:14]=[CH:13][C:12]([CH:15]=[O:16])=[CH:11][CH:10]=2)=[CH:6][CH:7]=1.[BH4-].[Na+].O>CO>[Cl:1][C:2]1[N:3]=[N:4][C:5]([O:8][C:9]2[CH:14]=[CH:13][C:12]([CH2:15][OH:16])=[CH:11][CH:10]=2)=[CH:6][CH:7]=1 |f:1.2|. Procedure: 3-Chloro-6-(4-formylphenoxy)pyridazine (4.06 g, 17.3 mmol) and 200 mL of methanol were mixed, and after sodium borohydride (654 mg, 17.3 mmol) was added under cooling with ice and stirring, the mixture was stirred for 15 minutes. Water was added to the reaction mixture and methanol was distilled off. The residue was poured into water, which was extracted with ethyl acetate. The extracted solution was washed with saturated brine, then dried over anhydrous magnesium sulfate and concentrated. The r... The solvent is CO (methanol), CO (methanol). Starting materials: [OH-].[Li+] (lithium hydroxide), COC(C1=CC(=C(C=C1)OC)OCCN1CCOCC1)=O (4-Methoxy-3-(2-morpholin-4-yl-ethoxy)benzoic acid methyl ester), Cl (hydrochloric acid). Run in O1CCCC1.CO (tetrahydrofuran methanol). Conditions: time 8 hour. Product: COC1=C(C=C(C(=O)O)C=C1)OCCN1CCOCC1 (4-Methoxy-3-(2-morpholin-4-yl-ethoxy)benzoic acid). As a reaction SMILES: C[O:2][C:3](=[O:21])[C:4]1[CH:9]=[CH:8][C:7]([O:10][CH3:11])=[C:6]([O:12][CH2:13][CH2:14][N:15]2[CH2:20][CH2:19][O:18][CH2:17][CH2:16]2)[CH:5]=1.[OH-].[Li+].Cl>O1CCCC1.CO>[CH3:11][O:10][C:7]1[CH:8]=[CH:9][C:4]([C:3]([OH:21])=[O:2])=[CH:5][C:6]=1[O:12][CH2:13][CH2:14][N:15]1[CH2:20][CH2:19][O:18][CH2:17][CH2:16]1 |f:1.2,4.5|. Procedure: To stirred solution of the product of step 1 (0.740 g, 2.5 1 mmol) in 1:1 tetrahydrofuran/methanol (20 mL) was added 1 N aqueous lithium hydroxide (5.0 mL, 5.0 mmol). The reaction was allowed to stir overnight and then treated with 1 N aqueous hydrochloric acid (5.0 mL, 5.0 mmol). The solution was concentrated with 1 N aqueous of crude product and sodium chloride as a tacky white solid. This material was used without further purification in the next step. Starting materials: CCOCC, CC(CC(=O)O)CC(C)(C)C, [Cl-], [NH4+]. Product: CC(=O)CC(C)CC(C)(C)C. Reaction SMILES: [CH3:14][CH2:15][O:16][CH2:17][CH3:18].[CH3:1][CH:2]([CH2:3][C:4](=[O:5])[OH:6])[CH2:7][C:8]([CH3:9])([CH3:10])[CH3:11].[Cl-:12].[NH4+:13]>>[CH3:1][CH:2]([CH2:3][C:4](=[O:6])[CH3:14])[CH2:7][C:8]([CH3:9])([CH3:10])[CH3:11]. Reactants: C(=O)(O)CCC=1C(=C(NC1)C=O)C (4-(2-Carboxyethyl)-2-formyl-3-methylpyrrole), C(C)C=1C=C2CC(NC2=CC1)=O (5-ethyl-2-oxindole), N1CCCCC1 (piperidine). Solvent: C(C)O (ethanol). Product: C(C)C=1C=C2C(C(NC2=CC1)=O)=CC1=C(C(=CN1)CCC(=O)O)C (3-[5-(5-Ethyl-2-oxo-1,2-dihydro-indol-3-ylidenemethyl)-4-methyl-1H-pyrrol-3-yl]-propionic acid). Yield: 32.1%. Reaction SMILES: [C:1]([CH2:4][CH2:5][C:6]1[C:7]([CH3:13])=[C:8]([CH:11]=O)[NH:9][CH:10]=1)([OH:3])=[O:2].[CH2:14]([C:16]1[CH:17]=[C:18]2[C:22](=[CH:23][CH:24]=1)[NH:21][C:20](=[O:25])[CH2:19]2)[CH3:15].N1CCCCC1>C(O)C>[CH2:14]([C:16]1[CH:17]=[C:18]2[C:22](=[CH:23][CH:24]=1)[NH:21][C:20](=[O:25])[C:19]2=[CH:11][C:8]1[NH:9][CH:10]=[C:6]([CH2:5][CH2:4][C:1]([OH:3])=[O:2])[C:7]=1[CH3:13])[CH3:15]. Procedure details: 4-(2-Carboxyethyl)-2-formyl-3-methylpyrrole (90.6 mg), 80.5 mg 5-ethyl-2-oxindole, and 75 μL of piperidine in 2 mL of ethanol were heated at 95° C. for 5 hours. The reaction mixture was cooled and concentrated. The residue was suspended in 6 N of aqueous hydrochloric acid. The precipitate was filtered, washed with water to pH 6 and dried in a vacuum oven overnight. The crude solid was purified by a chromatography on a silica gel column eluting with ethyl acetate-hexane-acetic acid to give 52 mg ... The reactants are ClC(=O)OC1=CC=CC=C1 (Phenyl chloroformate), C[C@@H]1N(CCOC1)C1=NC(=NC(=C1)CS(=O)(=O)C1=NC=CC=C1)C1=CC=C(N)C=C1 (4-[4-[(3S)-3-methylmorpholin-4-yl]-6-(pyridin-2-ylsulfonylmethyl)pyrimidin-2-yl]aniline), C(O)([O-])=O.[Na+] (sodium hydrogen carbonate). Run in O1CCOCC1 (dioxane). Conditions: time 1 hour. Product: C[C@@H]1N(CCOC1)C1=NC(=NC(=C1)CS(=O)(=O)C1=NC=CC=C1)C1=CC=C(C=C1)NC(OC1=CC=CC=C1)=O (Phenyl N-[4-[4-[(3S)-3-methylmorpholin-4-yl]-6-(pyridin-2-ylsulfonylmethyl)pyrimidin-2-yl]phenyl]carbamate). The yield is 80.0%. Reaction SMILES: Cl[C:2]([O:4][C:5]1[CH:10]=[CH:9][CH:8]=[CH:7][CH:6]=1)=[O:3].[CH3:11][C@H:12]1[CH2:17][O:16][CH2:15][CH2:14][N:13]1[C:18]1[CH:23]=[C:22]([CH2:24][S:25]([C:28]2[CH:33]=[CH:32][CH:31]=[CH:30][N:29]=2)(=[O:27])=[O:26])[N:21]=[C:20]([C:34]2[CH:40]=[CH:39][C:37]([NH2:38])=[CH:36][CH:35]=2)[N:19]=1.C(=O)([O-])O.[Na+]>O1CCOCC1>[CH3:11][C@H:12]1[CH2:17][O:16][CH2:15][CH2:14][N:13]1[C:18]1[CH:23]=[C:22]([CH2:24][S:25]([C:28]2[CH:33]=[CH:32][CH:31]=[CH:30][N:29]=2)(=[O:26])=[O:27])[N:21]=[C:20]([C:34]2[CH:35]=[CH:36][C:37]([NH:38][C:2](=[O:3])[O:4][C:5]3[CH:10]=[CH:9][CH:8]=[CH:7][CH:6]=3)=[CH:39][CH:40]=2)[N:19]=1 |f:2.3|. Procedure: Phenyl chloroformate (0.390 mL, 3.10 mmol) was added to 4-[4-[(3S)-3-methylmorpholin-4-yl]-6-(pyridin-2-ylsulfonylmethyl)pyrimidin-2-yl]aniline (1.1 g, 2.59 mmol) and sodium hydrogen carbonate (0.434 g, 5.17 mmol) in dioxane (25 mL) at RT. The resulting slurry was stirred at RT for 1 hour. The mixture was partitioned between ethyl acetate and water. The organic solution was separated, dried (MgSO4) and concentrated under reduced pressure. The residue was purified by flash silica chromatography u... The reactants are C(C)OC(CNC(=O)NC1=C(C=C(C=C1)F)F)OCC (N-(2,2-diethoxyethyl)-N'-(2,4-difluorophenyl)urea). Run in CO (methanol), O (water), Cl (hydrochloric acid). Reaction conditions: time 3 day. Yields the product FC1=C(C=CC(=C1)F)N1C(NC=C1)=O (1-(2,4-difluorophenyl)-2(1H,3H)-imidazolone). Yield: 89.4%. Reaction SMILES: C(O[CH:4](OCC)[CH2:5][NH:6][C:7]([NH:9][C:10]1[CH:15]=[CH:14][C:13]([F:16])=[CH:12][C:11]=1[F:17])=[O:8])C>CO.O.Cl>[F:17][C:11]1[CH:12]=[C:13]([F:16])[CH:14]=[CH:15][C:10]=1[N:9]1[CH:4]=[CH:5][NH:6][C:7]1=[O:8]. Procedure details: This urea (37.5 g) was dissolved in a mixture of 560 ml of methanol and 280 ml of water, and 300 ml of 0.48M hydrochloric acid was added thereto and the resulting mixture was stirred for three days at room temperature. The reaction solution was concentrated under reduced pressure. The crystals thus separated out were washed with a mixture of water and methanol (5:1) to give 22.8 g of 1-(2,4-difluorophenyl)-2(1H,3H)-imidazolone as a colorless powder. The reactants are N=1C=2C=CC=CC2SC1C. Reagents/catalysts: N=1C=C(C(=C2C=CC3=C(N=CC(=C3C)C)C12)C)C, O1B(OC(C)(C)C1(C)C)B2OC(C)(C)C(O2)(C)C, C[OH2+].C[OH2+].C1CC=CCCC=C1.C1CC=CCCC=C1.[Ir].[Ir]. Run in O1CCCC1. Run at temperature 50 celsius, time 22 hour. The product is N=1C=2C=CC=C(B3OC(C)(C)C(O3)(C)C)C2SC1C, N=1C=2C=CC(=CC2SC1C)B3OC(C)(C)C(O3)(C)C. The yield is 9.0%.